Dataset: the Open Reaction Database (ORD), a public repository of structured organic reaction records. Task: describe an organic reaction: reactants, conditions, products, and yield The reactants are C1(CCC1)N (cyclobutanamine), CC(CC)NCCC(=O)NC (3-(butan-2-ylamino)-N-methyl-propanamide). The product is C1(CCC1)NCCC(=O)NC (3-(cyclobutylamino)-N-methyl-propanamide). RXN SMILES: C1(N)CCC1.[CH3:6][CH:7]([NH:10][CH2:11][CH2:12][C:13]([NH:15][CH3:16])=[O:14])[CH2:8][CH3:9]>>[CH:7]1([NH:10][CH2:11][CH2:12][C:13]([NH:15][CH3:16])=[O:14])[CH2:6][CH2:9][CH2:8]1. Reported procedure: Using cyclobutanamine—Aldrich and analogous conditions to Intermediate 89 the title compound was obtained as a pale yellow oil (541 mg) Reactants: C(C=C)Br (allyl bromide), [Na+].[Cl-] (NaCl), COC=1C=C(C=CC1O)CCC(=O)OC (methyl 3-(3-methoxy-4-hydroxyphenyl)propionate), [OH-].[K+] (KOH). Solvent: CN(C=O)C (DMF), CN(C=O)C (N,N-dimethylformamide). Conditions: time 30 minute. Product: COC=1C=C(C=CC1OCC=C)CCC(=O)OC (methyl 3-(3-methoxy-4-allyloxyphenyl)propionate). Yield: 79.4%. Reaction SMILES: [CH3:1][O:2][C:3]1[CH:4]=[C:5]([CH2:10][CH2:11][C:12]([O:14][CH3:15])=[O:13])[CH:6]=[CH:7][C:8]=1[OH:9].[OH-].[K+].[CH2:18](Br)[CH:19]=[CH2:20].[Na+].[Cl-]>CN(C)C=O>[CH3:1][O:2][C:3]1[CH:4]=[C:5]([CH2:10][CH2:11][C:12]([O:14][CH3:15])=[O:13])[CH:6]=[CH:7][C:8]=1[O:9][CH2:20][CH:19]=[CH2:18] |f:1.2,4.5|. Procedure details: 13.1 g methyl 3-(3-methoxy-4-hydroxyphenyl)propionate (62.4 mmol) is dissolved in 150 ml dry N,N-dimethylformamide (DMF). After addition of 4.0 g 88% KOH (62.7 mmol) to this solution, the whole is stirred for 30 minutes, after which 7.55 g allyl bromide (62.4 mmol) in 120 ml dry DMF is added dropwise over a 30-minute period. After stirring for 11/2 hours at room temperature, the reaction mixture is poured out into 1700 ml saturated NaCl solution. Extraction with ethyl acetate, evaporation to dry... Reactants: CCO, CC(=O)O, ClCCl, NO, Cn1c(CNc2ccc(C#N)cc2)nc2cc(C(=O)N(CCC(=O)NS(C)(=O)=O)c3ccccn3)ccc21. Yields the product Cn1c(CNc2ccc(C(=N)NO)cc2)nc2cc(C(=O)N(CCC(=O)NS(C)(=O)=O)c3ccccn3)ccc21. Reaction SMILES: [CH2:41]([OH:42])[CH3:43].[CH3:47][C:48](=[O:49])[OH:50].[Cl:44][CH2:45][Cl:46].[NH2:39][OH:40].[n:1]1[c:2]([N:7]([C:8](=[O:9])[c:10]2[cH:11][c:12]3[c:13]([n:14]([CH3:27])[c:15]([CH2:17][NH:18][c:19]4[cH:20][cH:21][c:22]([C:25]#[N:26])[cH:23][cH:24]4)[n:16]3)[cH:28][cH:29]2)[CH2:30][CH2:31][C:32](=[O:33])[NH:34][S:35](=[O:36])(=[O:37])[CH3:38])[cH:3][cH:4][cH:5][cH:6]1>>[n:1]1[c:2]([N:7]([C:8](=[O:9])[c:10]2[cH:11][c:12]3[c:13]([n:14]([CH3:27])[c:15]([CH2:17][NH:18][c:19]4[cH:20][cH:21][c:22]([C:25](=[NH:26])[NH:39][OH:40])[cH:23][cH:24]4)[n:16]3)[cH:28][cH:29]2)[CH2:30][CH2:31][C:32](=[O:33])[NH:34][S:35](=[O:36])(=[O:37])[CH3:38])[cH:3][cH:4][cH:5][cH:6]1.